This data is from the Open Reaction Database (ORD), a public repository of structured organic reaction records. The task is: describe an organic reaction: reactants, conditions, products, and yield Starting materials: O=S1(CC(=C1)C1=CC=C(C=N1)C1=CC=C(C=C1)[C@H]([C@@H](CF)NC(C(F)F)=O)O)=O (N-((1R,2S)-1-(4-(6-(1,1-dioxido-2H-thiet-3-yl)pyridin-3-yl)phenyl)-3-fluoro-1-hydroxypropan-2-yl)-2,2-difluoroacetamide). The reagents and catalysts are [Pd] (palladium on carbon). Run in C(C)O (ethanol). Reaction conditions: time 16 hour. The product is O=S1(CC(C1)C1=CC=C(C=N1)C1=CC=C(C=C1)[C@H]([C@@H](CF)NC(C(F)F)=O)O)=O (N-((1R,2S)-1-(4-(6-(1,1-dioxidothietan-3-yl)pyridin-3-yl)phenyl)-3-fluoro-1-hydroxypropan-2-yl)-2,2-difluoroacetamide). Yield: 23.6%. As a reaction SMILES: [O:1]=[S:2]1(=[O:29])[CH:5]=[C:4]([C:6]2[N:11]=[CH:10][C:9]([C:12]3[CH:17]=[CH:16][C:15]([C@@H:18]([OH:28])[C@H:19]([NH:22][C:23](=[O:27])[CH:24]([F:26])[F:25])[CH2:20][F:21])=[CH:14][CH:13]=3)=[CH:8][CH:7]=2)[CH2:3]1>C(O)C.[Pd]>[O:29]=[S:2]1(=[O:1])[CH2:3][CH:4]([C:6]2[N:11]=[CH:10][C:9]([C:12]3[CH:17]=[CH:16][C:15]([C@@H:18]([OH:28])[C@H:19]([NH:22][C:23](=[O:27])[CH:24]([F:26])[F:25])[CH2:20][F:21])=[CH:14][CH:13]=3)=[CH:8][CH:7]=2)[CH2:5]1. Procedure: To a stirred solution of the product of step 6, Example 18 (0.042 g, 0.099 mmol, 1 eq) in ethanol (10 mL) is added palladium on carbon (0.010 g, 10% w/w). Resulting reaction mixture is stirred at room temperature for 16 hours. After completion of the reaction, reaction mixture is filtered through celite bed and filtrate is concentrated in vacuo. The crude compound is purified by preparative TLC using 50% ethyl acetate in hexane to afford desired compound (0.010 g) which is washed with n-pentane ... Yields the product COc1cc2c(cc1-c1cccnc1)-c1c(-c3cccs3)c3c(n1CC2)C(=O)N(C(C)C)CCNC3. The reactants are CO, COc1cc2c(cc1-c1cccnc1)-c1c(-c3cccs3)c3c(n1CC2)C(=O)N(C(C)C)CCN(C(=O)OC(C)(C)C)C3, Cl, [Na+], O=C([O-])O, C1COCCO1. As a reaction SMILES: [CH3:45][OH:46].[CH:1]([CH3:2])([CH3:3])[N:4]1[CH2:5][CH2:6][N:7]([C:37]([O:38][C:39]([CH3:40])([CH3:41])[CH3:42])=[O:43])[CH2:8][c:9]2[c:10](-[c:32]3[s:33][cH:34][cH:35][cH:36]3)[c:11]3[n:12]([c:29]2[C:30]1=[O:31])[CH2:13][CH2:14][c:15]1[cH:16][c:17]([O:27][CH3:28])[c:18](-[c:21]2[cH:22][n:23][cH:24][cH:25][cH:26]2)[cH:19][c:20]1-3.[ClH:44].[Na+:57].[O-:53][C:54]([OH:55])=[O:56].[O:47]1[CH2:48][CH2:49][O:50][CH2:51][CH2:52]1>>[CH:1]([CH3:2])([CH3:3])[N:4]1[CH2:5][CH2:6][NH:7][CH2:8][c:9]2[c:10](-[c:32]3[s:33][cH:34][cH:35][cH:36]3)[c:11]3[n:12]([c:29]2[C:30]1=[O:31])[CH2:13][CH2:14][c:15]1[cH:16][c:17]([O:27][CH3:28])[c:18](-[c:21]2[cH:22][n:23][cH:24][cH:25][cH:26]2)[cH:19][c:20]1-3. The reactants are FC1=C(C=C(C#N)C=C1)OC (4-fluoro-3-methoxy-benzonitrile), [H][H] (hydrogen). The reagents and catalysts are [Pd] (palladium on carbon). Solvent: C(C)(=O)O (acetic acid). Reaction conditions: time 8 hour. The product is FC1=C(C=C(CN)C=C1)OC (4-Fluoro-3-methoxy-benzylamine). The yield is 134.0%. As a reaction SMILES: [F:1][C:2]1[CH:9]=[CH:8][C:5]([C:6]#[N:7])=[CH:4][C:3]=1[O:10][CH3:11].[H][H]>[Pd].C(O)(=O)C>[F:1][C:2]1[CH:9]=[CH:8][C:5]([CH2:6][NH2:7])=[CH:4][C:3]=1[O:10][CH3:11]. Reported procedure: Add 4-fluoro-3-methoxy-benzonitrile (2 g, 0.01 mol), 10% palladium on carbon (0.400 g) and glacial acetic acid (120 ml) to a pressure vessel. Purge the reaction vessel with nitrogen, purge the reaction vessel with hydrogen, pressurize the reaction mixture with hydrogen (415 Kpa), seal the vessel, and agitate the reaction. After 8 hours stop the agitation, vent the excess hydrogen from the vessel and purge the vessel with nitrogen. Filter the reaction mixture to remove the 5% palladium on carbon ...